describe an organic reaction: reactants, conditions, products, and yield From a dataset of the Open Reaction Database (ORD), a public repository of structured organic reaction records. Starting materials: Compound 2a, BrC=1C2=C(SC1CCN(C)C)C=CC=C2 ([2-(3-bromo-benzo[b]thiophen-2-yl)-ethyl]-dimethyl-amine), CN(CCN(C)C)C (Tetramethylethylenediamine), [Li]CCCC (n-BuLi), CC(=O)OC(=O)C (Ac2O). Solvent: C1(=CC=CC=C1)C (toluene). Conditions: temperature -78 celsius, time 45 minute. Yields the product Compound 6a, CN(CCC1=C(C2=C(S1)C=CC=C2)C(C)=O)C (1-[2-(2-dimethylamino-ethyl)-benzo[b]thiophen-3-yl]-ethanone). Yield: 50.4%. As a reaction SMILES: Br[C:2]1[C:3]2[CH:15]=[CH:14][CH:13]=[CH:12][C:4]=2[S:5][C:6]=1[CH2:7][CH2:8][N:9]([CH3:11])[CH3:10].CN(C)CCN(C)C.[Li]CCCC.[CH3:29][C:30](OC(C)=O)=[O:31]>C1(C)C=CC=CC=1>[CH3:10][N:9]([CH3:11])[CH2:8][CH2:7][C:6]1[S:5][C:4]2[CH:12]=[CH:13][CH:14]=[CH:15][C:3]=2[C:2]=1[C:30](=[O:31])[CH3:29]. Procedure details: Compound 2a, [2-(3-bromo-benzo[b]thiophen-2-yl)-ethyl]-dimethyl-amine (17.5 mmol), was dissolved in anhydrous toluene (180 mL) and cooled to −78° C. Tetramethylethylenediamine (17.5 mmol) was added followed by n-BuLi (21.0 mmol, 1.6 M in hexanes). The mixture was stirred for 45 min at −78° C. Ac2O (70 mmol) was added and the mixture was allowed to slowly reach RT and was stirred overnight. The mixture was quenched with sat. NH4Cl, the pH of the aqueous layer was adjusted to 7-8 with sat. NaHCO3,... The reactants are O=C([O-])[O-], CS(C)=O, Clc1nnc(Cl)c2ccccc12, [K+], [K+], OC1CCCNC1. Product: OC1CCCN(c2nnc(Cl)c3ccccc23)C1. RXN SMILES: [C:1](=[O:2])([O-:3])[O-:4].[CH3:26][S:27]([CH3:28])=[O:29].[Cl:7][c:8]1[n:9][n:10][c:11]([Cl:18])[c:12]2[cH:13][cH:14][cH:15][cH:16][c:17]12.[K+:5].[K+:6].[NH:19]1[CH2:20][CH:21]([OH:25])[CH2:22][CH2:23][CH2:24]1>>[c:8]1([N:19]2[CH2:20][CH:21]([OH:25])[CH2:22][CH2:23][CH2:24]2)[n:9][n:10][c:11]([Cl:18])[c:12]2[cH:13][cH:14][cH:15][cH:16][c:17]12. Reactants: NC1=CC=NC=C1 (4-aminopyridine), C(=O)O (formic acid). The product is N1=CC=C(C=C1)NC=O (N-Pyridin-4-yl-formamide). RXN SMILES: [NH2:1][C:2]1[CH:7]=[CH:6][N:5]=[CH:4][CH:3]=1.[CH:8](O)=[O:9]>>[N:5]1[CH:6]=[CH:7][C:2]([NH:1][CH:8]=[O:9])=[CH:3][CH:4]=1. Procedure details: Was prepared according to Example 2 from 4-aminopyridine and formic acid. The reactants are CC=1C=NC=C(C(=O)NC2CCNCC2)C1 (5-methyl-N-(piperidin-4-yl)-nicotinamide), C(C)OC=1C=C(C=O)C=CC1OCC (3-ethoxy-4-ethoxy-benzaldehyde). The product is C(C)OC=1C=C(CN2CCC(CC2)NC(C2=CN=CC(=C2)C)=O)C=CC1OC (N-[1-(3-Ethoxy-4-methoxy-benzyl)piperidin-4-yl]-5-methyl-nicotinamide). Yield: 26.0%. As a reaction SMILES: [CH3:1][C:2]1[CH:3]=[N:4][CH:5]=[C:6]([CH:16]=1)[C:7]([NH:9][CH:10]1[CH2:15][CH2:14][NH:13][CH2:12][CH2:11]1)=[O:8].[CH2:17]([O:19][C:20]1[CH:21]=[C:22]([CH:25]=[CH:26][C:27]=1[O:28][CH2:29]C)[CH:23]=O)[CH3:18]>>[CH2:17]([O:19][C:20]1[CH:21]=[C:22]([CH:25]=[CH:26][C:27]=1[O:28][CH3:29])[CH2:23][N:13]1[CH2:12][CH2:11][CH:10]([NH:9][C:7](=[O:8])[C:6]2[CH:16]=[C:2]([CH3:1])[CH:3]=[N:4][CH:5]=2)[CH2:15][CH2:14]1)[CH3:18]. Reported procedure: The title compound (10 mg, 26%) was prepared analogously to example 30 from 5-methyl-N-(piperidin-4-yl)-nicotinamide and 3-ethoxy-4-ethoxy-benzaldehyde. MS: 384.5 (MH+). The reactants are FC1=C(C=CC(=C1)F)C1=CC=C(C=C1)C(CCO)(C)O (3-(2',4'-difluoro-4-biphenylyl)butane-1,3-diol), ice water, C(Cl)(Cl)Cl (chloroform), C(C)(=O)OC(C)=O (acetic anhydride), N1=CC=CC=C1 (pyridine). The solvent is O (water). Run at time 15 hour. Product: C(C)(=O)OCCC(C)(O)C1=CC=C(C=C1)C1=C(C=C(C=C1)F)F (1-acetoxy-3-(2',4'-difluoro-4-biphenylyl)butan-3-ol). As a reaction SMILES: [F:1][C:2]1[CH:7]=[C:6]([F:8])[CH:5]=[CH:4][C:3]=1[C:9]1[CH:14]=[CH:13][C:12]([C:15]([OH:20])([CH3:19])[CH2:16][CH2:17][OH:18])=[CH:11][CH:10]=1.[C:21](OC(=O)C)(=[O:23])[CH3:22].N1C=CC=CC=1.C(Cl)(Cl)Cl>O>[C:21]([O:18][CH2:17][CH2:16][C:15]([C:12]1[CH:13]=[CH:14][C:9]([C:3]2[CH:4]=[CH:5][C:6]([F:8])=[CH:7][C:2]=2[F:1])=[CH:10][CH:11]=1)([OH:20])[CH3:19])(=[O:23])[CH3:22]. Procedure: A mixture of 3 g. of 3-(2',4'-difluoro-4-biphenylyl)butane-1,3-diol, 5 ml. of acetic anhydride and 8 ml. of pyridine is allowed to stand for 15 hours at 20°, poured into ice water and worked up with chloroform and water to give 1-acetoxy-3-(2',4'-difluoro-4-biphenylyl)butan-3-ol. Reactants: BrC1=C(C=C(C=C1)C)NC(C(C)C)=O (N-(2-bromo-5-methylphenyl)isobutyramide), ClCCCOC (1-chloro-3-methoxypropane). Yields the product BrC1=C(C=C(C=C1)C)N(C(C(C)C)=O)CCCOC (N-(2-Bromo-5-methylphenyl)-N-(3-methoxypropyl)isobutyramide). RXN SMILES: [Br:1][C:2]1[CH:7]=[CH:6][C:5]([CH3:8])=[CH:4][C:3]=1[NH:9][C:10](=[O:14])[CH:11]([CH3:13])[CH3:12].Cl[CH2:16][CH2:17][CH2:18][O:19][CH3:20]>>[Br:1][C:2]1[CH:7]=[CH:6][C:5]([CH3:8])=[CH:4][C:3]=1[N:9]([CH2:16][CH2:17][CH2:18][O:19][CH3:20])[C:10](=[O:14])[CH:11]([CH3:12])[CH3:13]. Procedure details: Analogously to Example 8c, 16.50 g of N-(2-bromo-5-methylphenyl)isobutyramide and 8.59 ml of 1-chloro-3-methoxypropane are reacted. The title compound is obtained as a slightly yellowish oil. Rf=0.13 (1:1 EtOAc-heptane); Rt=18.54 (II). The reactants are C([O-])([O-])=O.[K+].[K+] (Potassium carbonate), NC1CCN(CC1)CCN1N=C(C(=C1)NC(=O)C=1C=NN2C1N=CC=C2)C2=C(C=CC(=C2)Cl)OC(F)F (N-[1-[2-(4-aminopiperidin-1-yl)ethyl]-3-[5-chloro-2-(difluoromethoxy)phenyl]-1H-pyrazol-4-yl]pyrazolo[1,5-a]pyrimidine-3-carboxamide), BrCC(=O)OC(C)(C)C (tert-butyl 2-bromoacetate). Solvent: CN(C)C=O (DMF). Run at temperature 50 celsius, time 8 hour. The product is ClC=1C=CC(=C(C1)C1=NN(C=C1NC(=O)C=1C=NN2C1N=CC=C2)CCN2CCC(CC2)NCC(=O)OC(C)(C)C)OC(F)F (tert-butyl 2-[[1-(2-[3-[5-chloro-2-(difluoromethoxy)phenyl]-4-[pyrazolo[1,5-a]pyrimidine-3-amido]-1H-pyrazol-1-yl]ethyl)piperidin-4-yl]amino]-acetate). The yield is 47.5%. Reaction SMILES: C(=O)([O-])[O-].[K+].[K+].[NH2:7][CH:8]1[CH2:13][CH2:12][N:11]([CH2:14][CH2:15][N:16]2[CH:20]=[C:19]([NH:21][C:22]([C:24]3[CH:25]=[N:26][N:27]4[CH:32]=[CH:31][CH:30]=[N:29][C:28]=34)=[O:23])[C:18]([C:33]3[CH:38]=[C:37]([Cl:39])[CH:36]=[CH:35][C:34]=3[O:40][CH:41]([F:43])[F:42])=[N:17]2)[CH2:10][CH2:9]1.Br[CH2:45][C:46]([O:48][C:49]([CH3:52])([CH3:51])[CH3:50])=[O:47]>CN(C=O)C>[Cl:39][C:37]1[CH:36]=[CH:35][C:34]([O:40][CH:41]([F:43])[F:42])=[C:33]([C:18]2[C:19]([NH:21][C:22]([C:24]3[CH:25]=[N:26][N:27]4[CH:32]=[CH:31][CH:30]=[N:29][C:28]=34)=[O:23])=[CH:20][N:16]([CH2:15][CH2:14][N:11]3[CH2:12][CH2:13][CH:8]([NH:7][CH2:45][C:46]([O:48][C:49]([CH3:52])([CH3:51])[CH3:50])=[O:47])[CH2:9][CH2:10]3)[N:17]=2)[CH:38]=1 |f:0.1.2|. Procedure: Potassium carbonate (98 mg, 0.71 mmol) was added to a solution of N-[1-[2-(4-aminopiperidin-1-yl)ethyl]-3-[5-chloro-2-(difluoromethoxy)phenyl]-1H-pyrazol-4-yl]pyrazolo[1,5-a]pyrimidine-3-carboxamide (290 mg, 0.55 mmol) and tert-butyl 2-bromoacetate (96 mg, 0.49 mmol) in DMF (5 mL). The resulting mixture was stirred at 50° C. overnight. The resulting mixture was concentrated under vacuum. The residue was purified by flash chromatography on silica eluting with 15% MeOH in DCM to afford 150 mg (43%... Starting materials: O (water), N1C(=O)N(C)C=2N=CN(C)C2C1=O (theobromine), [H-].[Na+] (sodium hydride), BrCCCCCCCC=C (9-Bromo-1-nonene). The solvent is CS(=O)C (dimethylsulfoxide). Reaction conditions: time 15 minute. The product is C(CCCCCCC=C)N1C(=O)N(C=2N=CN(C2C1=O)C)C (1-(8-nonenyl)-3,7-dimethylxanthine). The yield is 81.6%. As a reaction SMILES: [NH:1]1[C:12](=[O:13])[C:11]2[N:9]([CH3:10])[CH:8]=[N:7][C:6]=2[N:4]([CH3:5])[C:2]1=[O:3].[H-].[Na+].Br[CH2:17][CH2:18][CH2:19][CH2:20][CH2:21][CH2:22][CH2:23][CH:24]=[CH2:25].O>CS(C)=O>[CH2:25]([N:1]1[C:12](=[O:13])[C:11]2[N:9]([CH3:10])[CH:8]=[N:7][C:6]=2[N:4]([CH3:5])[C:2]1=[O:3])[CH2:24][CH2:23][CH2:22][CH2:21][CH2:20][CH2:19][CH:18]=[CH2:17] |f:1.2|. Procedure: A mixture of theobromine (17.64 g, 98 mmol) and sodium hydride (2.35 g, 98 mmol) in dimethylsulfoxide (250 ml) was stirred for 15 minutes. 9-Bromo-1-nonene (20.0 g, 98 mmol) was added and stirring continued for 3 days. The reaction mixture was poured into water (300 ml) and extracted with dichloromethane (4×200 ml). The combined organic layers were washed with saturated aqueous sodium chloride solution (2×150 ml), dried over sodium sulfate, and the solvents evaporated under vacuum. The residue w... Reactants: C(C1=CC=CC=C1)(=O)OCC1(C(C1)COS(=O)(=O)C1=CC=C(C=C1)C)COC(C1=CC=CC=C1)=O (1,1-bis(benzoyloxymethyl)-2-(p-toluenesulfonyloxymethyl)cyclopropane), product, N1=CN=C2N=CNC2=C1N (adenine), [H-].[Na+] (NaH), [H-].[Na+] (NaH). The solvent is CN(C)C=O (DMF), CN(C)C=O (DMF). Run at time 3 hour. The product is C(C1=CC=CC=C1)(=O)OCC1(C(C1)CN1C2=NC=NC(=C2N=C1)N)COC(C1=CC=CC=C1)=O (9-[2,2-Bis(benzoyloxymethyl)cyclopropylmethyl]-adenine), 7-isomer. Isolated yield 2.5%. RXN SMILES: [N:1]1[C:9]([NH2:10])=[C:8]2[C:4]([N:5]=[CH:6][NH:7]2)=[N:3][CH:2]=1.[H-].[Na+].[C:13]([O:21][CH2:22][C:23]1([CH2:38][O:39][C:40](=[O:47])[C:41]2[CH:46]=[CH:45][CH:44]=[CH:43][CH:42]=2)[CH2:25][CH:24]1[CH2:26]OS(C1C=CC(C)=CC=1)(=O)=O)(=[O:20])[C:14]1[CH:19]=[CH:18][CH:17]=[CH:16][CH:15]=1>CN(C=O)C>[C:40]([O:39][CH2:38][C:23]1([CH2:22][O:21][C:13](=[O:20])[C:14]2[CH:19]=[CH:18][CH:17]=[CH:16][CH:15]=2)[CH2:25][CH:24]1[CH2:26][N:5]1[CH:6]=[N:7][C:8]2[C:4]1=[N:3][CH:2]=[N:1][C:9]=2[NH2:10])(=[O:47])[C:41]1[CH:42]=[CH:43][CH:44]=[CH:45][CH:46]=1 |f:1.2|. Procedure: A suspension of 965 mg (7.14 mmoles) of adenine in 25 ml of dry DMF was stirred and 171 mg (7.14 mmoles; 286 mg of 60%) NaH emulsion was added. All of the NaH had reacted after 30 minutes and a solution of 3 g (6.5 mmoles) of 1,1-bis(benzoyloxymethyl)-2-(p-toluenesulfonyloxymethyl)cyclopropane (Example 2, product of Step D) in 10 ml of DMF was added and the mixture was heated at 40°. TLC in CMW (90:10:1), Rf 0.2, 0.95 (starting materials) 0.45, 0.55 (products) showed that the reaction was comple...